This data is from the Open Reaction Database (ORD), a public repository of structured organic reaction records. The task is: describe an organic reaction: reactants, conditions, products, and yield Reactants: CCOC(=O)c1csc(N2CC(C(C)(C)C)C2O[SiH](c2ccccc2)c2ccccc2)n1, CC(N)CO[Si](c1ccccc1)(c1ccccc1)C(C)(C)C, C[Al](C)C, CC(=O)O, CCOC(C)=O, c1ccccc1. Yields the product CC(CO[Si](c1ccccc1)(c1ccccc1)C(C)(C)C)NC(=O)c1csc(N2CC(C(C)(C)C)C2O[SiH](c2ccccc2)c2ccccc2)n1. RXN SMILES: [C:1]([CH3:2])([CH3:3])([CH3:4])[CH:5]1[CH:6]([O:19][SiH:20]([c:21]2[cH:22][cH:23][cH:24][cH:25][cH:26]2)[c:27]2[cH:28][cH:29][cH:30][cH:31][cH:32]2)[N:7]([c:9]2[s:10][cH:11][c:12]([C:14](=[O:15])[O:16][CH2:17][CH3:18])[n:13]2)[CH2:8]1.[C:37]([CH3:38])([CH3:39])([CH3:40])[Si:41]([O:42][CH2:43][CH:44]([CH3:45])[NH2:46])([c:47]1[cH:48][cH:49][cH:50][cH:51][cH:52]1)[c:53]1[cH:54][cH:55][cH:56][cH:57][cH:58]1.[CH3:33][Al:34]([CH3:35])[CH3:36].[CH3:59][C:60](=[O:61])[OH:62].[CH3:63][CH2:64][O:65][C:66](=[O:67])[CH3:68].[cH:69]1[cH:70][cH:71][cH:72][cH:73][cH:74]1>>[C:1]([CH3:2])([CH3:3])([CH3:4])[CH:5]1[CH:6]([O:19][SiH:20]([c:21]2[cH:22][cH:23][cH:24][cH:25][cH:26]2)[c:27]2[cH:28][cH:29][cH:30][cH:31][cH:32]2)[N:7]([c:9]2[s:10][cH:11][c:12]([C:14](=[O:15])[NH:46][CH:44]([CH2:43][O:42][Si:41]([C:37]([CH3:38])([CH3:39])[CH3:40])([c:47]3[cH:48][cH:49][cH:50][cH:51][cH:52]3)[c:53]3[cH:54][cH:55][cH:56][cH:57][cH:58]3)[CH3:45])[n:13]2)[CH2:8]1.